From a dataset of the Open Reaction Database (ORD), a public repository of structured organic reaction records. describe an organic reaction: reactants, conditions, products, and yield Starting materials: Cc1ccc(N)cc1, O=S(Cl)Cl, O=C(O)C#Cc1ccccc1, c1ccccc1. Yields the product Cc1ccc(NC(=O)C#Cc2ccccc2)cc1. As a reaction SMILES: [NH2:16][c:17]1[cH:18][cH:19][c:20]([CH3:23])[cH:21][cH:22]1.[S:12]([Cl:13])([Cl:14])=[O:15].[c:1]1([C:7]#[C:8][C:9](=[O:10])[OH:11])[cH:2][cH:3][cH:4][cH:5][cH:6]1.[cH:24]1[cH:25][cH:26][cH:27][cH:28][cH:29]1>>[c:1]1([C:7]#[C:8][C:9](=[O:11])[NH:16][c:17]2[cH:18][cH:19][c:20]([CH3:23])[cH:21][cH:22]2)[cH:2][cH:3][cH:4][cH:5][cH:6]1. Yields the product CONC(c1ccc(Cl)cc1Cl)C(C)N. As a reaction SMILES: [Cl:1][c:2]1[c:3]([CH:9]([CH:10]([CH3:11])[N+:12]([O-:13])=[O:14])[NH:15][O:16][CH3:17])[cH:4][cH:5][c:6]([Cl:8])[cH:7]1.[ClH:18].[Zn:19]>>[Cl:1][c:2]1[c:3]([CH:9]([CH:10]([CH3:11])[NH2:12])[NH:15][O:16][CH3:17])[cH:4][cH:5][c:6]([Cl:8])[cH:7]1. Starting materials: CONC(c1ccc(Cl)cc1Cl)C(C)[N+](=O)[O-], Cl, [Zn]. Starting materials: O=CCCc1ccc(CC(=O)O)cc1, CCOCC, CC(C)(C)[O-], COC[P+](c1ccccc1)(c1ccccc1)c1ccccc1, Cc1ccccc1, [Cl-], [K+], C1CCOC1. Yields the product COC=CCCc1ccc(CC(=O)O)cc1. RXN SMILES: [C:30](=[O:31])([OH:32])[CH2:33][c:34]1[cH:35][cH:36][c:37]([CH2:40][CH2:41][CH:42]=[O:43])[cH:38][cH:39]1.[CH2:44]([O:45][CH2:46][CH3:47])[CH3:48].[CH3:24][C:25]([CH3:26])([O-:27])[CH3:28].[CH3:2][O:3][CH2:4][P+:5]([c:6]1[cH:7][cH:8][cH:9][cH:10][cH:11]1)([c:12]1[cH:13][cH:14][cH:15][cH:16][cH:17]1)[c:18]1[cH:19][cH:20][cH:21][cH:22][cH:23]1.[CH3:49][c:50]1[cH:51][cH:52][cH:53][cH:54][cH:55]1.[Cl-:1].[K+:29].[O:56]1[CH2:57][CH2:58][CH2:59][CH2:60]1>>[CH3:2][O:3][CH:4]=[CH:42][CH2:41][CH2:40][c:37]1[cH:36][cH:35][c:34]([CH2:33][C:30](=[O:31])[OH:32])[cH:39][cH:38]1. Reactants: ClC=1C(=C(C=C(C1Cl)C)[N+](=O)[O-])C (3,4-dichloro-2,5-dimethylnitrobenzene), ClC1=C(C=CC(=C1)Cl)O (2,4-dichlorophenol), C([O-])([O-])=O.[K+].[K+] (potassium carbonate), CN(C=O)C (dimethylformamide). Solvent: C(C)(=O)OCC (ethyl acetate), CCCCCC (hexane). Conditions: temperature 100 celsius. The product is ClC=1C(=C(C=C(C1OC1=C(C=C(C=C1)Cl)Cl)C)[N+](=O)[O-])C (3-chloro-4-(2,4-dichlorophenoxy)-2,5-dimethylnitrobenzene). Yield: 45.6%. Reaction SMILES: [Cl:1][C:2]1[C:3]([CH3:13])=[C:4]([N+:10]([O-:12])=[O:11])[CH:5]=[C:6]([CH3:9])[C:7]=1Cl.[Cl:14][C:15]1[CH:20]=[C:19]([Cl:21])[CH:18]=[CH:17][C:16]=1[OH:22].C(=O)([O-])[O-].[K+].[K+].CN(C)C=O>C(OCC)(=O)C.CCCCCC>[Cl:1][C:2]1[C:3]([CH3:13])=[C:4]([N+:10]([O-:12])=[O:11])[CH:5]=[C:6]([CH3:9])[C:7]=1[O:22][C:16]1[CH:17]=[CH:18][C:19]([Cl:21])=[CH:20][C:15]=1[Cl:14] |f:2.3.4|. Reported procedure: Into a 250 milliter three-necked round bottom reaction flask equipped with a magnetic stirrer and nitrogen inlet was charged 10.0 grams (45.44 mmol) of 3,4-dichloro-2,5-dimethylnitrobenzene, 7.95 grams (48.81 mmol) of 2,4-dichlorophenol, 9.41 grams (68.11 mmol) of potassium carbonate and 60 milliliters dimethylformamide. The reaction mixture was stirred and heated at a temperature of 100° C. for a period of 20 hours and then cooled to room temperature, filtered and concentrated under reduced pre...